The task is: describe an organic reaction: reactants, conditions, products, and yield. This data is from the Open Reaction Database (ORD), a public repository of structured organic reaction records. The reactants are C(C)C1(CC=C(CC1)C1=C(C=C(C=C1)OC)[N+](=O)[O-])CC (1-(4,4-diethylcyclohex-1-enyl)-4-methoxy-2-nitrobenzene), [Cl-].[NH4+] (ammonium chloride). Reagents/catalysts: [Fe] (iron). Solvent: C(C)O (ethanol). Conditions: temperature 90 celsius, time 1 hour. Product: C(C)C1(CC=C(CC1)C1=C(C=C(C=C1)OC)N)CC (2-(4,4-Diethylcyclohex-1-enyl)-5-methoxyphenylamine). Yield: 120.8%. Reaction SMILES: [CH2:1]([C:3]1([CH2:20][CH3:21])[CH2:8][CH2:7][C:6]([C:9]2[CH:14]=[CH:13][C:12]([O:15][CH3:16])=[CH:11][C:10]=2[N+:17]([O-])=O)=[CH:5][CH2:4]1)[CH3:2].[Cl-].[NH4+]>C(O)C.[Fe]>[CH2:20]([C:3]1([CH2:1][CH3:2])[CH2:8][CH2:7][C:6]([C:9]2[CH:14]=[CH:13][C:12]([O:15][CH3:16])=[CH:11][C:10]=2[NH2:17])=[CH:5][CH2:4]1)[CH3:21] |f:1.2|. Procedure details: To a solution of 1-(4,4-diethylcyclohex-1-enyl)-4-methoxy-2-nitrobenzene (2.4 g, 8.3 mmol) prepared in Example (6d) in ethanol (20 mL) were added an aqueous solution (5 mL) of ammonium chloride (2.2 g, 41 mmol) and iron powder (1.2 g, 20.7 mmol), and the mixture was stirred at an external temperature of 90° C. for 1 hour. The reaction mixture was passed through Celite for filtration, and then brine was added to the filtrate and the mixture was extracted with ethyl acetate. The organic layer was ... The reactants are BrCCCCCCBr, CCCC[N+](CCCC)(CCCC)CCCC, Cc1ccccc1, O=S(=O)([O-])O, OCCCCc1ccccc1. Yields the product BrCCCCCCOCCCCc1ccccc1. As a reaction SMILES: [Br:12][CH2:13][CH2:14][CH2:15][CH2:16][CH2:17][CH2:18][Br:19].[CH2:25]([N+:26]([CH2:27][CH2:28][CH2:29][CH3:30])([CH2:31][CH2:32][CH2:33][CH3:34])[CH2:35][CH2:36][CH2:37][CH3:38])[CH2:39][CH2:40][CH3:41].[CH3:42][c:43]1[cH:44][cH:45][cH:46][cH:47][cH:48]1.[S:20]([O-:21])([OH:22])(=[O:23])=[O:24].[c:1]1([CH2:7][CH2:8][CH2:9][CH2:10][OH:11])[cH:2][cH:3][cH:4][cH:5][cH:6]1>>[c:1]1([CH2:7][CH2:8][CH2:9][CH2:10][O:11][CH2:18][CH2:17][CH2:16][CH2:15][CH2:14][CH2:13][Br:12])[cH:2][cH:3][cH:4][cH:5][cH:6]1. The reactants are CC(C)(C)OC(N)=O, CC(=O)C1=C(c2ccc(F)cc2)c2ccc(Cl)cc2OC1(C)C. Yields the product CC(=O)C1=C(c2ccc(F)cc2)c2ccc(NC(=O)OC(C)(C)C)cc2OC1(C)C. RXN SMILES: [C:24]([NH2:25])([O:26][C:27]([CH3:28])([CH3:29])[CH3:30])=[O:31].[Cl:1][c:2]1[cH:3][cH:4][c:5]2[c:10]([cH:11]1)[O:9][C:8]([CH3:12])([CH3:13])[C:7]([C:14]([CH3:15])=[O:16])=[C:6]2[c:17]1[cH:18][cH:19][c:20]([F:23])[cH:21][cH:22]1>>[c:2]1([NH:25][C:24]([O:26][C:27]([CH3:28])([CH3:29])[CH3:30])=[O:31])[cH:3][cH:4][c:5]2[c:10]([cH:11]1)[O:9][C:8]([CH3:12])([CH3:13])[C:7]([C:14]([CH3:15])=[O:16])=[C:6]2[c:17]1[cH:18][cH:19][c:20]([F:23])[cH:21][cH:22]1. Starting materials: C1(=CC=CC=C1)[Si](O)(C1=CC=CC=C1)C1=CC=CC=C1 (Triphenylsilanol), CC1=CC(CC(C1(C#C)O)(C)C)=O (3,5,5-trimethyl-4-hydroxy-4-ethynylcyclohex-2-en-1-one). Reagents/catalysts: [V] (vanadium), C(CCCCCCCCCCCCCCCCC)(=O)O (stearic acid). Run in C=1(C(=CC=CC1)C)C (xylene). Yields the product CC=1C(C(CC(C1)=O)(C)C)=CC=O ((2,6,6-trimethyl-4-oxo-2-cyclohexen-1-ylidene)acetaldehyde). Isolated yield 365.2%. RXN SMILES: C1([Si](C2C=CC=CC=2)(C2C=CC=CC=2)[OH:8])C=CC=CC=1.[CH3:21][C:22]1[C:27](O)([C:28]#[CH:29])[C:26]([CH3:32])([CH3:31])[CH2:25][C:24](=[O:33])[CH:23]=1>C1(C)C(C)=CC=CC=1.[V].C(O)(=O)CCCCCCCCCCCCCCCCC>[CH3:21][C:22]1[C:27](=[CH:28][CH:29]=[O:8])[C:26]([CH3:32])([CH3:31])[CH2:25][C:24](=[O:33])[CH:23]=1. Reported procedure: Triphenylsilanol (22 g) and 80 g (0.45 mol) of 3,5,5-trimethyl-4-hydroxy-4-ethynylcyclohex-2-en-1-one and 1.6 g of stearic acid are dissolved in 800 ml of xylene, treated with 1.92 ml of vanadium isopropylate and heated to reflux temperature while stirring. After 31/2 hours the reaction mixture is cooled and washed with 5% sodium bicarbonate, whereby an emulsion results. The organic phase is then separated, the emulsion is also separated and extracted with ether. The organic phases are dried ove... Reactants: BrB(Br)Br, COc1cccc(C(=O)c2c[nH]c3ncc(Br)cc23)c1F, ClCCl. Product: O=C(c1cccc(O)c1F)c1c[nH]c2ncc(Br)cc12. Reaction SMILES: [B:22]([Br:23])([Br:24])[Br:25].[Br:1][c:2]1[cH:3][c:4]2[c:5]([n:6][cH:7]1)[nH:8][cH:9][c:10]2[C:11](=[O:12])[c:13]1[c:14]([F:21])[c:15]([O:19][CH3:20])[cH:16][cH:17][cH:18]1.[CH2:26]([Cl:27])[Cl:28]>>[Br:1][c:2]1[cH:3][c:4]2[c:5]([n:6][cH:7]1)[nH:8][cH:9][c:10]2[C:11](=[O:12])[c:13]1[c:14]([F:21])[c:15]([OH:19])[cH:16][cH:17][cH:18]1. Reactants: FC1=CC=C(CN2C(C=3N(CC2)C=C(C3O)C(=O)OCC)=O)C=C1 (ethyl 2-(4-fluorobenzyl)-8-hydroxy-1-oxo-1,2,3,4-tetrahydropyrrolo[1,2-α]pyrazine-7-carboxylate), ClC1=CC=C(CN2C(C=3N(CC2)C=C(C3O)C(=O)OCC)=O)C=C1 (ethyl 2-(4-chlorobenzyl)-8-hydroxy-1-oxo-1,2,3,4-tetrahydropyrrolo[1,2-α]pyrazine-7-carboxylate). Yields the product ClC1=CC=C(CN2C(C=3N(CC2)C=C(C3O)C(=O)NC)=O)C=C1 (2-(4-Chlorobenzyl)-8-hydroxy-N-methyl-1-oxo-1,2,3,4-tetrahydropyrrolo[1,2-α]pyrazine-7-carboxamide). RXN SMILES: FC1C=CC([CH2:6][N:7]2CCN3C=C(C(OCC)=O)C(O)=C3C2=O)=CC=1.[Cl:25][C:26]1[CH:48]=[CH:47][C:29]([CH2:30][N:31]2[CH2:36][CH2:35][N:34]3[CH:37]=[C:38]([C:41]([O:43]CC)=O)[C:39]([OH:40])=[C:33]3[C:32]2=[O:46])=[CH:28][CH:27]=1>>[Cl:25][C:26]1[CH:48]=[CH:47][C:29]([CH2:30][N:31]2[CH2:36][CH2:35][N:34]3[CH:37]=[C:38]([C:41]([NH:7][CH3:6])=[O:43])[C:39]([OH:40])=[C:33]3[C:32]2=[O:46])=[CH:28][CH:27]=1. Procedure details: The title compound was prepared using a procedure similar to that described in Example 5, except that ethyl 2-(4-fluorobenzyl)-8-hydroxy-1-oxo-1,2,3,4-tetrahydropyrrolo[1,2-α]pyrazine-7-carboxylate was substituted with ethyl 2-(4-chlorobenzyl)-8-hydroxy-1-oxo-1,2,3,4-tetrahydropyrrolo[1,2-α]pyrazine-7-carboxylate (Example 13). Isolated yield 85.0%. Solvent: C(CCC)O (n-butanol). Conditions: time 20 hour. Reactants: [S-]C#N.[K+] (potassium thiocyanate), ClCCC[Si](OCCCC)(OCCCC)OCCCC (3-chloropropyl tri-n-butoxy silane), [Cl-].[K+] (potassium chloride). Yields the product S(C#N)CCC[Si](OCCCC)(OCCCC)OCCCC (3-thiocyanatopropyl tri-n-butoxy silane). Reaction SMILES: [S-:1][C:2]#[N:3].[K+].Cl[CH2:6][CH2:7][CH2:8][Si:9]([O:20][CH2:21][CH2:22][CH2:23][CH3:24])([O:15][CH2:16][CH2:17][CH2:18][CH3:19])[O:10][CH2:11][CH2:12][CH2:13][CH3:14].[Cl-].[K+]>C(O)CCC>[S:1]([CH2:6][CH2:7][CH2:8][Si:9]([O:20][CH2:21][CH2:22][CH2:23][CH3:24])([O:10][CH2:11][CH2:12][CH2:13][CH3:14])[O:15][CH2:16][CH2:17][CH2:18][CH3:19])[C:2]#[N:3] |f:0.1,3.4|. Procedure details: 24.3 grams of potassium thiocyanate were dissolved in 900 ml. of n-butanol and the solution heated to boiling. Then there were added dropwise in about 30 minutes 81.3 grams of 3-chloropropyl tri-n-butoxy silane. After a further 20 hours of boiling at reflux temperature the precipitated potassium chloride was separated off with a Seitz filter. The solvent was distilled off from the filtrate and the 3-thiocyanatopropyl tri-n-butoxy silane distilled in vacuo. B.P. 0.1 128°-129° C., yield 85% based ...